This data is from the Open Reaction Database (ORD), a public repository of structured organic reaction records. The task is: describe an organic reaction: reactants, conditions, products, and yield Starting materials: [OH-].[Na+] (sodium hydroxide), NC1=CC=C(C=C1)CCN(C(OC(C)(C)C)=O)C[C@H](O)C1=CC(=CC=C1)Cl (tert-butyl [2-(4-aminophenyl)ethyl][(2R)-2-(3-chlorophenyl)-2-hydroxyethyl]carbamate), C=O (formaldehyde), C(C)(=O)O[BH-](OC(C)=O)OC(C)=O.[Na+] (sodium triacetoxyborohydride). The solvent is C(Cl)(Cl)Cl (chloroform), ClCCCl (1,2-dichloroethane). Conditions: time 18 hour. The product is ClC=1C=C(C=CC1)[C@H](CN(C(OC(C)(C)C)=O)CCC1=CC=C(C=C1)NC)O (tert-butyl [(2R)-2-(3-chlorophenyl)-2-hydroxyethyl][2-[4-(methylamino)phenyl]ethyl]carbamate). Isolated yield 30.3%. Reaction SMILES: [NH2:1][C:2]1[CH:7]=[CH:6][C:5]([CH2:8][CH2:9][N:10]([CH2:18][C@@H:19]([C:21]2[CH:26]=[CH:25][CH:24]=[C:23]([Cl:27])[CH:22]=2)[OH:20])[C:11](=[O:17])[O:12][C:13]([CH3:16])([CH3:15])[CH3:14])=[CH:4][CH:3]=1.C=O.[C:30](O[BH-](OC(=O)C)OC(=O)C)(=O)C.[Na+].[OH-].[Na+]>ClCCCl.C(Cl)(Cl)Cl>[Cl:27][C:23]1[CH:22]=[C:21]([C@@H:19]([OH:20])[CH2:18][N:10]([CH2:9][CH2:8][C:5]2[CH:6]=[CH:7][C:2]([NH:1][CH3:30])=[CH:3][CH:4]=2)[C:11](=[O:17])[O:12][C:13]([CH3:16])([CH3:15])[CH3:14])[CH:26]=[CH:25][CH:24]=1 |f:2.3,4.5|. Procedure details: To a solution of tert-butyl [2-(4-aminophenyl)ethyl][(2R)-2-(3-chlorophenyl)-2-hydroxyethyl]carbamate (1.75 g) and formaldehyde (37% w/w solution in water, 390 μl) in 1,2-dichloroethane (20 ml) was added sodium triacetoxyborohydride (1.23 g), and the mixture was stirred at room temperature for 18 hours under nitrogen atmosphere. The resulting mixture was poured into a mixture of 1N sodium hydroxide and chloroform, and the mixture was stirred for 20 minutes. The organic layer was separated, washe... The reactants are C(C)OC(\C(\C(C(OCC)OCC)=O)=C/N(C)C)=O (2-[1-dimethylamino-meth-(Z)-ylidene]-4,4-diethoxy-3-oxo-butyric acid ethyl ester), Cl.FC1=CC=C(C=C1)NN (4-fluorophenylhydrazine hydrochloride). Solvent: CO (methanol). Run at time 2 hour. Yields the product C(C)OC(=O)C=1C=NN(C1C(OCC)OCC)C1=CC=C(C=C1)F (5-diethoxymethyl-1-(4-fluorophenyl)-1H-pyrazole-4-carboxylic acid ethyl ester). As a reaction SMILES: [CH2:1]([O:3][C:4](=[O:19])/[C:5](=[CH:15]\[N:16](C)C)/[C:6](=O)[CH:7]([O:11][CH2:12][CH3:13])[O:8][CH2:9][CH3:10])[CH3:2].Cl.[F:21][C:22]1[CH:27]=[CH:26][C:25]([NH:28]N)=[CH:24][CH:23]=1>CO>[CH2:1]([O:3][C:4]([C:5]1[CH:15]=[N:16][N:28]([C:25]2[CH:26]=[CH:27][C:22]([F:21])=[CH:23][CH:24]=2)[C:6]=1[CH:7]([O:11][CH2:12][CH3:13])[O:8][CH2:9][CH3:10])=[O:19])[CH3:2] |f:1.2|. Reported procedure: To a solution of 2-[1-dimethylamino-meth-(Z)-ylidene]-4,4-diethoxy-3-oxo-butyric acid ethyl ester (625 mg, 2.28 mmol) in methanol (10 mL) is added 4-fluorophenylhydrazine hydrochloride (410 mg, 2.5 mmol). The mixture is warmed at reflux. After 2 hours, the reaction mixture is cooled to room temperature, concentrated in vacuo, diluted with water (15 mL) and extracted with ether (3×15 mL). The combined ether layers are washed with brine (2×15 mL), dried over magnesium sulfate, filtered and concent... The reactants are Cl.OC=1C=C(C=CC1)C1CN(CCC1)CCC ((-)-3-(3-hydroxyphenyl)-1-propylpiperidine hydrochloride), hydrochloride salt, Cl (HCl), C(CCCCCCCCC)(=O)Cl (Decanoylchloride), N1=CC=CC=C1 (pyridine). The solvent is CCOCC (ether), ClCCl (dichloromethane), ClCCl (dichloromethane). Product: Cl.C(CCCCCCCCC)(=O)OC=1C=C(C=CC1)C1N(CCCC1)CCC ((-)-(3-Decanoyloxyphenyl)-1-propylpiperidine hydrochloride). Reaction SMILES: Cl.[OH:2][C:3]1[CH:4]=[C:5]([CH:9]2[CH2:14][CH2:13][CH2:12]N(CCC)C2)[CH:6]=[CH:7][CH:8]=1.[C:18]([Cl:29])(=[O:28])[CH2:19][CH2:20][CH2:21][CH2:22][CH2:23][CH2:24][CH2:25][CH2:26][CH3:27].[N:30]1[CH:35]=C[CH:33]=[CH:32][CH:31]=1.Cl>ClCCl.CCOCC>[ClH:29].[C:18]([O:2][C:3]1[CH:4]=[C:5]([CH:9]2[CH2:14][CH2:13][CH2:12][CH2:35][N:30]2[CH2:31][CH2:32][CH3:33])[CH:6]=[CH:7][CH:8]=1)(=[O:28])[CH2:19][CH2:20][CH2:21][CH2:22][CH2:23][CH2:24][CH2:25][CH2:26][CH3:27] |f:0.1,7.8|. Reported procedure: (-)-3-(3-hydroxyphenyl)-1-propylpiperidine hydrochloride (1.5 g, 5.86 mmol) was suspended in dry dichloromethane (15 ml). Decanoylchloride (1.2 g, 6.29 mmol) was dissolved in a mixture of dichloromethane (15 ml) and pyridine (0.5 g, 6.32 mmol). The solution was added to the suspension and the mixture was refluxed for 20 hours. The clear solution was cooled, washed with aqueous NaHCO3 and dried with Na2SO4. After evaporation the residual oil was dissolved in ether and precipitated as hydrochlorid... The reactants are CC(O)=S, CC(=O)C1CCC2C3CCC4CC5OC5CC4(C)C3C(=O)CC12C. Product: CC(=O)SC1CC2(C)C(CCC3C4CCC(C(C)=O)C4(C)CC(=O)C32)CC1O. Reaction SMILES: [C:25]([CH3:26])(=[S:27])[OH:28].[O:1]1[CH:2]2[CH:3]1[CH2:4][CH:5]1[CH2:6][CH2:7][CH:8]3[CH:9]4[CH2:10][CH2:11][CH:12]([C:13]([CH3:14])=[O:15])[C:16]4([CH3:24])[CH2:17][C:18](=[O:23])[CH:19]3[C:20]1([CH3:22])[CH2:21]2>>[OH:1][CH:3]1[CH:2]([S:27][C:25]([CH3:26])=[O:28])[CH2:21][C:20]2([CH3:22])[CH:5]([CH2:4]1)[CH2:6][CH2:7][CH:8]1[CH:9]3[CH2:10][CH2:11][CH:12]([C:13]([CH3:14])=[O:15])[C:16]3([CH3:24])[CH2:17][C:18](=[O:23])[CH:19]12. Reactants: S(O)(O)(=O)=O (sulphuric acid), C(C1=CC=CC=C1)OCC(C(=O)OCC)(C(=O)OCC)C1CCCCC1 (Diethyl 2-benzyloxymethyl-2-cyclohexylmalonate), [H-].[Al+3].[Li+].[H-].[H-].[H-] (lithium aluminium hydride), O (Water). The solvent is CCOCC (ether). Yields the product C(C1=CC=CC=C1)OCC(CO)(CO)C1CCCCC1 (2-Benzyloxymethyl-2-cyclohexylpropan-1,3-diol). As a reaction SMILES: [CH2:1]([O:8][CH2:9][C:10]([CH:21]1[CH2:26][CH2:25][CH2:24][CH2:23][CH2:22]1)([C:16](OCC)=[O:17])[C:11](OCC)=[O:12])[C:2]1[CH:7]=[CH:6][CH:5]=[CH:4][CH:3]=1.[H-].[Al+3].[Li+].[H-].[H-].[H-].O.S(=O)(=O)(O)O>CCOCC>[CH2:1]([O:8][CH2:9][C:10]([CH:21]1[CH2:22][CH2:23][CH2:24][CH2:25][CH2:26]1)([CH2:11][OH:12])[CH2:16][OH:17])[C:2]1[CH:7]=[CH:6][CH:5]=[CH:4][CH:3]=1 |f:1.2.3.4.5.6|. Procedure details: Diethyl 2-benzyloxymethyl-2-cyclohexylmalonate (2 g.) was added to a suspension of lithium aluminium hydride (0.63 g.) in dry ether (30 ml), at 0° under nitrogen. The mixture was stirred at room temperature for twelve hours. Water (5 ml) was added carefully and the mixture was stirred for ten minutes. 10% sulphuric acid solution (10 ml) was added and the mixture was extracted with ether. The ether extracts were washed with water, dried over anhydrous magnesium sulphate and evaporated in vacuo. T...